From a dataset of the Open Reaction Database (ORD), a public repository of structured organic reaction records. describe an organic reaction: reactants, conditions, products, and yield The reactants are Cl (hydrogen chloride), COC=1C=C(C=CC1OC)C(CS(=O)(=O)C)N1C(C2=CC=CC(=C2C1=O)NC(CCl)=O)=O (N-{2-[1-(3,4-dimethoxyphenyl)-2-(methylsulfonyl)ethyl]-1,3-dioxoisoindolin-4-yl}-2-chloroacetamide), CNC (dimethylamine), O1CCCC1 (tetrahydrofuran). Solvent: C(C)(=O)OCC (ethyl acetate), CCOCC (ether), C(C)#N (acetonitrile), CCOCC (ether), C(C)O (ethanol). Run at time 8 hour. Product: Cl.COC=1C=C(C=CC1OC)C(CS(=O)(=O)C)N1C(C2=CC=CC(=C2C1=O)NC(CN(C)C)=O)=O (N-{2-[1-(3,4-dimethoxyphenyl)-2-(methylsulfonyl)ethyl]-1,3-dioxoisoindolin-4-yl}-2-(dimethylamino)acetamide hydrogen chloride). Isolated yield 74.0%. Reaction SMILES: [CH3:1][O:2][C:3]1[CH:4]=[C:5]([CH:11]([N:17]2[C:25](=[O:26])[C:24]3[C:19](=[CH:20][CH:21]=[CH:22][C:23]=3[NH:27][C:28](=[O:31])[CH2:29][Cl:30])[C:18]2=[O:32])[CH2:12][S:13]([CH3:16])(=[O:15])=[O:14])[CH:6]=[CH:7][C:8]=1[O:9][CH3:10].[CH3:33][NH:34][CH3:35].O1CCCC1.Cl>C(#N)C.C(O)C.C(OCC)(=O)C.CCOCC>[ClH:30].[CH3:1][O:2][C:3]1[CH:4]=[C:5]([CH:11]([N:17]2[C:25](=[O:26])[C:24]3[C:19](=[CH:20][CH:21]=[CH:22][C:23]=3[NH:27][C:28](=[O:31])[CH2:29][N:34]([CH3:35])[CH3:33])[C:18]2=[O:32])[CH2:12][S:13]([CH3:16])(=[O:15])=[O:14])[CH:6]=[CH:7][C:8]=1[O:9][CH3:10] |f:8.9|. Procedure details: A mixture of N-{2-[1-(3,4-dimethoxyphenyl)-2-(methylsulfonyl)ethyl]-1,3-dioxoisoindolin-4-yl}-2-chloroacetamide (1.3 g, 2.7 mmol), and dimethylamine in tetrahydrofuran (4.5 mL, 2N, 9.0 mmol) in acetonitrile (20 mL) was stirred at room temperature overnight. The solvent was removed in vacuo to give an oil. The oil was stirred in ethanol (5 mL). The resulting suspension was filtered and the solid washed with ethanol to give a yellow solid. To a stirred solution of the solid in ethyl acetate (10 mL... Reactants: BrC1=CC=CC2=C1CN(CCO2)C(=O)OC(C)(C)C (tert-butyl 6-bromo-2,3-dihydro-1,4-benzoxazepine-4(5H)-carboxylate), N1CCOCC1 (morpholine), CC(C)([O-])C.[Na+] (sodium tert-butoxide), O1CCOCC1 (dioxane). The reagents and catalysts are C=1C=CC(=CC1)/C=C/C(=O)/C=C/C2=CC=CC=C2.C=1C=CC(=CC1)/C=C/C(=O)/C=C/C2=CC=CC=C2.C=1C=CC(=CC1)/C=C/C(=O)/C=C/C2=CC=CC=C2.[Pd].[Pd] (tris(dibenzylideneacetone)dipalladium(0)), CC(C)C1=CC(=C(C(=C1)C(C)C)C2=C(C=CC=C2)P(C3CCCCC3)C4CCCCC4)C(C)C (X-phos). Solvent: O (water). The product is N1(CCOCC1)C1=CC=CC2=C1CN(CCO2)C(=O)OC(C)(C)C (tert-butyl 6-(morpholin-4-yl)-2,3-dihydro-1,4-benzoxazepine-4(5H)-carboxylate). Isolated yield 78.5%. RXN SMILES: Br[C:2]1[C:7]2[CH2:8][N:9]([C:13]([O:15][C:16]([CH3:19])([CH3:18])[CH3:17])=[O:14])[CH2:10][CH2:11][O:12][C:6]=2[CH:5]=[CH:4][CH:3]=1.[NH:20]1[CH2:25][CH2:24][O:23][CH2:22][CH2:21]1.CC(C)([O-])C.[Na+].O1CCOCC1>C1C=CC(/C=C/C(/C=C/C2C=CC=CC=2)=O)=CC=1.C1C=CC(/C=C/C(/C=C/C2C=CC=CC=2)=O)=CC=1.C1C=CC(/C=C/C(/C=C/C2C=CC=CC=2)=O)=CC=1.[Pd].[Pd].CC(C1C=C(C(C)C)C(C2C=CC=CC=2P(C2CCCCC2)C2CCCCC2)=C(C(C)C)C=1)C.O>[N:20]1([C:2]2[C:7]3[CH2:8][N:9]([C:13]([O:15][C:16]([CH3:19])([CH3:18])[CH3:17])=[O:14])[CH2:10][CH2:11][O:12][C:6]=3[CH:5]=[CH:4][CH:3]=2)[CH2:25][CH2:24][O:23][CH2:22][CH2:21]1 |f:2.3,5.6.7.8.9|. Procedure: A solution of tert-butyl 6-bromo-2,3-dihydro-1,4-benzoxazepine-4(5H)-carboxylate (150 mg, 0.457 mmol), morpholine (0.120 ml, 1.37 mmol), X-phos (13.0 mg, 0.0274 mmol), tris(dibenzylideneacetone)dipalladium(0) (82.4 mg, 0.00900 mmol), sodium tert-butoxide (65.8 mg, 0.684 mmol) and dioxane (3 ml) was stirred under an argon atmosphere for 2 hr at 80° C. The reaction mixture was poured into water, and the mixture was extracted with ethyl acetate. The extract was washed with water and dried over anhy... Starting materials: CC(C)NC=1C=CC2=C(NC(O2)=O)C1 (5-(2-Propylamino)-2(3H)-benzoxazolone), [N+](=O)([O-])C=1C=CC2=C(NC(O2)=O)C1 (5-nitro-2(3H)-benzoxazolone). The solvent is C(C)(=O)O (acetic acid). Reaction conditions: time 2 hour. Yields the product NC=1C=CC2=C(NC(O2)=O)C1 (5-amino-2(3H)-benzoxazolone). As a reaction SMILES: CC([NH:4][C:5]1[CH:6]=[CH:7][C:8]2[O:12][C:11](=[O:13])[NH:10][C:9]=2[CH:14]=1)C.[N+](C1C=CC2OC(=O)NC=2C=1)([O-])=O>C(O)(=O)C>[NH2:4][C:5]1[CH:6]=[CH:7][C:8]2[O:12][C:11](=[O:13])[NH:10][C:9]=2[CH:14]=1. Procedure: 5-(2-Propylamino)-2(3H)-benzoxazolone. To a Parr bottle containing 5-nitro-2(3H)-benzoxazolone (8.08 g, 44.9 mmol) was added acetic acid (230 mL) and then Ar was bubbled for 10 min. Palladium on C (10%. 0.5 g) was added carefully and the hydrogenation was carried out under 45 psi of hydrogen on a Parr hydrogenator. The reaction was complete within 2 h, and mixture was filtered through a pad of Celite. The solvent was then removed in vacuo, and 5-amino-2(3H)-benzoxazolone was obtained as a pale s... The reactants are NC1=CC=C(C=C1)CC(=O)OCC (ethyl 4-aminophenylacetate), BrCCCC(=O)OCC (ethyl 4-bromobutanoate), C([O-])([O-])=O.[K+].[K+] (potassium carbonate), CN(C=O)C (N,N-dimethylformamide). Solvent: O (water). Run at temperature 60 celsius, time 24 hour. Yields the product C(C)OC(=O)CC1=CC=C(C=C1)NCCCC(=O)OCC (ethyl 4-[4-(ethoxycarbonylmethyl)phenyl]aminobutanoate). Yield: 74.4%. Reaction SMILES: [NH2:1][C:2]1[CH:7]=[CH:6][C:5]([CH2:8][C:9]([O:11][CH2:12][CH3:13])=[O:10])=[CH:4][CH:3]=1.Br[CH2:15][CH2:16][CH2:17][C:18]([O:20][CH2:21][CH3:22])=[O:19].C(=O)([O-])[O-].[K+].[K+].CN(C)C=O>O>[CH2:12]([O:11][C:9]([CH2:8][C:5]1[CH:4]=[CH:3][C:2]([NH:1][CH2:15][CH2:16][CH2:17][C:18]([O:20][CH2:21][CH3:22])=[O:19])=[CH:7][CH:6]=1)=[O:10])[CH3:13] |f:2.3.4|. Procedure: A mixture of ethyl 4-aminophenylacetate (2.0 g, 11 mmols), ethyl 4-bromobutanoate (8.7 g, 45 mmols), potassium carbonate (2.3 g, 17 mmols) and N,N-dimethylformamide (50 ml) was stirred at 60° C. for 24 hours. The reaction mixture was cooled, then poured into water, and extracted with ethyl acetate. The extract was washed with water and brine, and then dried with anhydrous magnesium sulfate. This was concentrated under reduced pressure, and the residue was purified through silica gel column chrom... Starting materials: C([O-])([O-])=O.[Na+].[Na+] (sodium carbonate), ClC1=C(C=NC2=CC(=C(C=C12)[N+](=O)[O-])Cl)C#N (4,7-dichloro-6-nitro-3-quinolinecarbonitrile), COC=1C=C(N)C=C(C1OC)OC (3,4,5-trimethoxyaniline), Cl.N1=CC=CC=C1 (pyridine hydrochloride). The solvent is C(C)OCCO (2-ethoxyethanol), O (water). Reaction conditions: temperature 105 celsius. The product is ClC1=C(C=C2C(=C(C=NC2=C1)C#N)NC1=CC(=C(C(=C1)OC)OC)OC)[N+](=O)[O-] (7-Chloro-6-nitro-4-(3,4,5-trimethoxyanilino)-3-quinolinecarbonitrile). RXN SMILES: Cl[C:2]1[C:11]2[C:6](=[CH:7][C:8]([Cl:15])=[C:9]([N+:12]([O-:14])=[O:13])[CH:10]=2)[N:5]=[CH:4][C:3]=1[C:16]#[N:17].[CH3:18][O:19][C:20]1[CH:21]=[C:22]([CH:24]=[C:25]([O:29][CH3:30])[C:26]=1[O:27][CH3:28])[NH2:23].Cl.N1C=CC=CC=1.C(=O)([O-])[O-].[Na+].[Na+]>C(OCCO)C.O>[Cl:15][C:8]1[CH:7]=[C:6]2[C:11]([C:2]([NH:23][C:22]3[CH:24]=[C:25]([O:29][CH3:30])[C:26]([O:27][CH3:28])=[C:20]([O:19][CH3:18])[CH:21]=3)=[C:3]([C:16]#[N:17])[CH:4]=[N:5]2)=[CH:10][C:9]=1[N+:12]([O-:14])=[O:13] |f:2.3,4.5.6|. Procedure: A mixture of 500 mg (1.86 mmol) of 4,7-dichloro-6-nitro-3-quinolinecarbonitrile, 342.0 mg (1.86 mmol) of 3,4,5-trimethoxyaniline and 215.5 mg (1.86 mmol) of pyridine hydrochloride in 25 mL of 2-ethoxyethanol is heated at 100-110° C. for 1.5 hours. After cooling, the mixture is diluted with water and neutralized with an aqueous solution of saturated sodium carbonate. The solid is collected by filtration and is washed with water. After drying in vacuo, this yields 621.0 mg (80.5%) of the product a...